This data is from the Open Reaction Database (ORD), a public repository of structured organic reaction records. The task is: describe an organic reaction: reactants, conditions, products, and yield The reactants are ClCCN1C(C(C2=CC(=CC=C12)F)=O)=O (1-(2-chloroethyl)-5-fluoro-1H-indole-2,3-dione), C(CC)(S)S (propanedithiol), B(F)(F)F.CCOCC (boron trifluoride etherate), C(Cl)(Cl)Cl (chloroform), C(Cl)(Cl)Cl (chloroform). Solvent: C(C)(=O)O (acetic acid). Product: ClCCN1C(C2(SCCCS2)C2=CC(=CC=C12)F)=O (1-(2-chloroethyl)-1,3-dihydro-5-fluoro-2-oxo-2H-indole-3-spiro-2'-1,3-dithiane). Reaction SMILES: [Cl:1][CH2:2][CH2:3][N:4]1[C:12]2C(=C[C:9]([F:13])=[CH:10][CH:11]=2)C(=O)[C:5]1=[O:15].[CH:16]([SH:20])([SH:19])[CH2:17][CH3:18].B(F)(F)F.CCO[CH2:28][CH3:29].[CH:30](Cl)(Cl)Cl>C(O)(=O)C>[Cl:1][CH2:2][CH2:3][N:4]1[C:12]2[C:17](=[CH:18][C:9]([F:13])=[CH:10][CH:11]=2)[C:16]2([S:20][CH2:29][CH2:28][CH2:30][S:19]2)[C:5]1=[O:15] |f:2.3|. Procedure: A solution of 1-(2-chloroethyl)-5-fluoro-1H-indole-2,3-dione (2.27 g), propanedithiol (1.1 ml) in chloroform was added dropwise to a stirred solution of boron trifluoride etherate (1.2 ml) in acetic acid (2.2 ml) and chloroform (10 ml) which was maintained at a gentle reflux throughout the addition. After 1.5 h reaction time the mixture was cooled, washed with water and sodium hydrogen carbonate solution, dried (MgSO4) and filtered through a pad of flash silica using chloroform as eluent. The co...